From a dataset of the Open Reaction Database (ORD), a public repository of structured organic reaction records. describe an organic reaction: reactants, conditions, products, and yield Reactants: IC1=CC=C(C=C1)C1=CN=C(N1)[C@H](C(C)C)N1C(N[C@@H](C1=O)CCC(=O)O)=O (3-((R)-1-{(S)-1-[5-(4-iodo-phenyl)-1H-imidazol-2-yl]-2-methyl-propyl}-2,5-dioxo-imidazolidin-4-yl)-propionic acid), ClN1C(CCC1=O)=O (N-chlorosuccinimide), C(C)(C)(C)OC(=O)N[C@@H](C(=O)O)C1=CC=C(C=C1)OCC(N(C)C)=O ((R)-tert-butoxycarbonylamino-(4-dimethylcarbamoylmethoxy-phenyl)-acetic acid), C1(CC1)C[C@@H]1C(N(C(N1)=O)[C@@H]([C@@H](C)C1=CC=CC=C1)C=1NC(=C(N1)C)C1=C(C=C(C=C1)I)F)=O ((R)-5-Cyclopropylmethyl-3-{(1S,2S)-1-[5-(2-fluoro-4-iodo-phenyl)-4-methyl-1H-imidazol-2-yl]-2-phenyl-propyl}-imidazolidine-2,4-dione), C(C)(C)(C)OC(=O)N[C@@H](C(=O)O)C1=CC=C(C=C1)OCC(N(C)C)=O ((R)-tert-butoxycarbonylamino-(4-dimethylcarbamoylmethoxy-phenyl)-acetic acid). Yields the product FC1=C(C=CC(=C1)I)C1=C(N=C(N1)[C@H]([C@@H](C)C1=CC=CC=C1)N1C(N[C@@H](C1=O)C1=CC=C(OCC(=O)N(C)C)C=C1)=O)C (2-[4-((R)-1-{(1S,2S)-1-[5-(2-Fluoro-4-iodo-phenyl)-4-methyl-1H-imidazol-2-yl]-2-phenyl-propyl}-2,5-dioxo-imidazolidin-4-yl)-phenoxy]-N,N-dimethyl-acetamide). RXN SMILES: IC1C=CC(C2NC([C@@H](N3C(=O)[C@@H](CCC(O)=O)NC3=O)C(C)C)=NC=2)=CC=1.C1(C[C@H]2NC(=O)[N:35]([C@H:39]([C:48]3[NH:49][C:50]([C:54]4[CH:59]=[CH:58][C:57]([I:60])=[CH:56][C:55]=4[F:61])=[C:51]([CH3:53])[N:52]=3)[C@H:40]([C:42]3[CH:47]=[CH:46][CH:45]=[CH:44][CH:43]=3)[CH3:41])C2=O)CC1.C(O[C:68]([NH:70][C@H:71]([C:75]1[CH:80]=[CH:79][C:78]([O:81][CH2:82][C:83](=[O:87])[N:84]([CH3:86])[CH3:85])=[CH:77][CH:76]=1)[C:72]([OH:74])=O)=[O:69])(C)(C)C.ClN1C(=O)CCC1=O>>[F:61][C:55]1[CH:56]=[C:57]([I:60])[CH:58]=[CH:59][C:54]=1[C:50]1[NH:49][C:48]([C@@H:39]([N:35]2[C:72](=[O:74])[C@@H:71]([C:75]3[CH:76]=[CH:77][C:78]([O:81][CH2:82][C:83]([N:84]([CH3:85])[CH3:86])=[O:87])=[CH:79][CH:80]=3)[NH:70][C:68]2=[O:69])[C@H:40]([C:42]2[CH:43]=[CH:44][CH:45]=[CH:46][CH:47]=2)[CH3:41])=[N:52][C:51]=1[CH3:53]. Reported procedure: Prepared by the same method as described in example 1 except that (i) steps A, B and C were omitted; (ii) 1-(2-fluoro-4-iodo-phenyl)-propan-1-one (prepared as described in example 13) was used in place of 1-(2-fluoro-4-iodo-phenyl)-ethanone in step 72-D; (iii) chlorination of the 5-position of the imidazole ring with N-chlorosuccinimide in step 72-F was omitted and (iv) (R)-tert-butoxycarbonylamino-(4-dimethylcarbamoylmethoxy-phenyl)-acetic acid (prepared as described in example 6) was used in p... Starting materials: O=C([O-])O, CC[N+](CC)(CC)Cc1ccccc1, O=c1[nH]c(-c2ccc(Cl)cc2Cl)cc2nc(C3CCN(C4CC4)CC3)nn12, [Cl-], [Na+], O=P(Cl)(Cl)Cl. The product is Clc1ccc(-c2cc3nc(C4CCN(C5CC5)CC4)nn3c(Cl)n2)c(Cl)c1. RXN SMILES: [C:28](=[O:29])([OH:30])[O-:31].[CH2:39]([N+:40]([CH2:41][CH3:42])([CH2:43][CH3:44])[CH2:45][CH3:46])[c:47]1[cH:48][cH:49][cH:50][cH:51][cH:52]1.[CH:1]1([N:4]2[CH2:5][CH2:6][CH:7]([c:10]3[n:11][n:12]4[c:13](=[O:27])[nH:14][c:15](-[c:19]5[c:20]([Cl:26])[cH:21][c:22]([Cl:25])[cH:23][cH:24]5)[cH:16][c:17]4[n:18]3)[CH2:8][CH2:9]2)[CH2:2][CH2:3]1.[Cl-:38].[Na+:32].[P:33]([Cl:34])([Cl:35])([Cl:36])=[O:37]>>[CH:1]1([N:4]2[CH2:5][CH2:6][CH:7]([c:10]3[n:11][n:12]4[c:13]([Cl:35])[n:14][c:15](-[c:19]5[c:20]([Cl:26])[cH:21][c:22]([Cl:25])[cH:23][cH:24]5)[cH:16][c:17]4[n:18]3)[CH2:8][CH2:9]2)[CH2:2][CH2:3]1. The reactants are Oc1ccc(F)cc1, CN1CCC(O)C(c2ccccc2F)C1. Yields the product CN1CCC(Oc2ccc(F)cc2)C(c2ccccc2F)C1. As a reaction SMILES: [F:16][c:17]1[cH:18][cH:19][c:20]([OH:23])[cH:21][cH:22]1.[F:1][c:2]1[c:3]([CH:8]2[CH2:9][N:10]([CH3:15])[CH2:11][CH2:12][CH:13]2[OH:14])[cH:4][cH:5][cH:6][cH:7]1>>[F:1][c:2]1[c:3]([CH:8]2[CH2:9][N:10]([CH3:15])[CH2:11][CH2:12][CH:13]2[O:14][c:20]2[cH:19][cH:18][c:17]([F:16])[cH:22][cH:21]2)[cH:4][cH:5][cH:6][cH:7]1. Reactants: O1CC(CC1)O (tetrahydrofuran-3-ol), [H-].[Na+] (NaH), FC1=CC=C2C=NC(=NC2=C1)N[C@@H]1CC[C@H](CC1)O (trans-4-[(7-fluoroquinazolin-2-yl)amino]cyclohexanol). Run in C1CCOC1 (THF). Reaction conditions: time 20 minute. The product is O1CC(CC1)OC1=CC=C2C=NC(=NC2=C1)N[C@@H]1CC[C@H](CC1)O (trans-4-{[7-(tetrahydrofuran-3-yloxy)quinazolin-2-yl]amino}cyclohexanol). RXN SMILES: [O:1]1[CH2:5][CH2:4][CH:3]([OH:6])[CH2:2]1.[H-].[Na+].F[C:10]1[CH:19]=[C:18]2[C:13]([CH:14]=[N:15][C:16]([NH:20][C@H:21]3[CH2:26][CH2:25][C@H:24]([OH:27])[CH2:23][CH2:22]3)=[N:17]2)=[CH:12][CH:11]=1>C1COCC1>[O:1]1[CH2:5][CH2:4][CH:3]([O:6][C:10]2[CH:19]=[C:18]3[C:13]([CH:14]=[N:15][C:16]([NH:20][C@H:21]4[CH2:22][CH2:23][C@H:24]([OH:27])[CH2:25][CH2:26]4)=[N:17]3)=[CH:12][CH:11]=2)[CH2:2]1 |f:1.2|. Procedure: To a solution of tetrahydrofuran-3-ol (337 mg, 3.83 mmol) in THF (5 mL) was added NaH (153 mg, 60% disp. in oil, 3.83 mmol) and the mix stirred at r.t. for 20 min., forming a pale suspension. To this was added trans-4-[(7-fluoroquinazolin-2-yl)amino]cyclohexanol (100 mg, 0.383 mmol) and a yellow suspension formed almost immediately. The suspension was stirred at r.t. for 30 min then heated to 45° C. for 1 hour, then heated to 65° C. for 30 min then cooled to R.T. overnight. The liquors were conc...